This data is from the Open Reaction Database (ORD), a public repository of structured organic reaction records. The task is: describe an organic reaction: reactants, conditions, products, and yield Procedure details: 7-Chloro-1-hydroxy-3-(4-methoxyphenyl)-3,4,5,10-tetrahydropyridazino[4,5-b]quinoline-4,10-dione (0.800 g, 2.16 mM) was stirred in methanesulfonic acid (16 mL) to give an amber solution. This solution was heated to 160° C. for 6 hours and cooled to room temperature. Addition of ethyl ether (250 mL) gave a tan precipitate which was stirred for 1 hour. The solid was collected and washed with methanol/ether to give the title compound (0.661 g, 77%) as a tan powder, mp 393-395° C.; MS(CI): 356 (M+H). Starting materials: ClC=1C=CC=2C(C3=C(NC2C1)C(N(N=C3O)C3=CC=C(C=C3)OC)=O)=O (7-Chloro-1-hydroxy-3-(4-methoxyphenyl)-3,4,5,10-tetrahydropyridazino[4,5-b]quinoline-4,10-dione), C(C)OCC (ethyl ether). Isolated yield 85.9%. Run at temperature 160 celsius, time 1 hour. Run in CS(=O)(=O)O (methanesulfonic acid). Reaction SMILES: [Cl:1][C:2]1[CH:3]=[CH:4][C:5]2[C:6](=[O:26])[C:7]3[C:15]([OH:16])=[N:14][N:13]([C:17]4[CH:22]=[CH:21][C:20]([O:23]C)=[CH:19][CH:18]=4)[C:12](=[O:25])[C:8]=3[NH:9][C:10]=2[CH:11]=1.C(OCC)C>CS(O)(=O)=O>[Cl:1][C:2]1[CH:3]=[CH:4][C:5]2[C:6](=[O:26])[C:7]3[C:15]([OH:16])=[N:14][N:13]([C:17]4[CH:18]=[CH:19][C:20]([OH:23])=[CH:21][CH:22]=4)[C:12](=[O:25])[C:8]=3[NH:9][C:10]=2[CH:11]=1. The product is ClC=1C=CC=2C(C3=C(NC2C1)C(N(N=C3O)C3=CC=C(C=C3)O)=O)=O (7-Chloro-1-hydroxy-3-(4-hydroxyphenyl)-3,4,5,10-tetrahydropyridazino[4,5-b]quinoline-4,10-dione). Starting materials: CSC1=CC=C(C=C1)C1=C(C(CC1)=O)OC1=CC=CC=C1 (3-(4-(Methylthio)phenyl)-2-phenoxycyclopent-2-enone), OOS(=O)[O-].[K+] (Oxone), ClCCl (dichloromethane). The solvent is CO (methanol), O (water), O (Water). Conditions: time 1 hour. The product is CS(=O)(=O)C1=CC=C(C=C1)C1=C(C(CC1)=O)OC1=CC=CC=C1 ((4-(Methylsulfonyl)phenyl)-2-phenoxycyclopent-2-enone). As a reaction SMILES: CS[C:3]1[CH:8]=[CH:7][C:6]([C:9]2[CH2:13][CH2:12][C:11](=[O:14])[C:10]=2[O:15][C:16]2[CH:21]=[CH:20][CH:19]=[CH:18][CH:17]=2)=[CH:5][CH:4]=1.O[O:23][S:24]([O-:26])=O.[K+].Cl[CH2:29]Cl>CO.O>[CH3:29][S:24]([C:3]1[CH:4]=[CH:5][C:6]([C:9]2[CH2:13][CH2:12][C:11](=[O:14])[C:10]=2[O:15][C:16]2[CH:21]=[CH:20][CH:19]=[CH:18][CH:17]=2)=[CH:7][CH:8]=1)(=[O:26])=[O:23] |f:1.2|. Procedure: To the compound obtained in Step 2 (60 mg) in dichloromethane (4.5 mL) and methanol (2.4 mL) was added Oxone® (450 mg) in water (1 mL) and the reaction mixture was stirred for 1 h. Water was added to the mixture which was then extracted with dichloromethane, the organic layers were combined and dried over MgSO4, filtered and the solvent evaporated under vacuum. Purification by silica gel chromatography afforded the title compound. Reactants: OS(=O)(=O)O (H2SO4), [H-].[H-].[H-].[H-].[Li+].[Al+3] (LiAlH4), CCOCC (ether), C(C)OC(C(C)OCCCCCCCCCCCCCCCCCC)=O ((-)-ethyl-2-octadecyloxypropionate). Solvent: O (water). Reaction conditions: time 3.5 hour. Yields the product C(CCCCCCCCCCCCCCCCC)OC(CO)C ((+)-2-octadecyloxypropanol). The yield is 40.7%. As a reaction SMILES: [H-].[H-].[H-].[H-].[Li+].[Al+3].CCOCC.C([O:14][C:15](=O)[CH:16]([O:18][CH2:19][CH2:20][CH2:21][CH2:22][CH2:23][CH2:24][CH2:25][CH2:26][CH2:27][CH2:28][CH2:29][CH2:30][CH2:31][CH2:32][CH2:33][CH2:34][CH2:35][CH3:36])[CH3:17])C.OS(O)(=O)=O>O>[CH2:19]([O:18][CH:16]([CH3:17])[CH2:15][OH:14])[CH2:20][CH2:21][CH2:22][CH2:23][CH2:24][CH2:25][CH2:26][CH2:27][CH2:28][CH2:29][CH2:30][CH2:31][CH2:32][CH2:33][CH2:34][CH2:35][CH3:36] |f:0.1.2.3.4.5|. Procedure details: 4.5 g of LiAlH4 was added to 150 ml of ether and the mixture was stirred for 3.5 hours. To the mixture was added dropwise 38.8 g of (-)-ethyl-2-octadecyloxypropionate in the same manner as in Example 6, andthe mixture was stirred for 20 minutes. Then, 50 ml of water was added thereto and 10% H2SO4 aqueous solution was further added to give a pH of 7-8. The ether layer was separated, dried with MgSO4 andfiltrated. Ether was distilled off and the residue was subjected to distillation under reduced... Starting materials: [Br-], N#CCCCC[P+](c1ccccc1)(c1ccccc1)c1ccccc1, CN(C)C=O, CC(=O)O, [H-], [Na+], O, O=Cc1cccc(-c2ccsc2)c1. Yields the product N#CCCCC=Cc1cccc(-c2ccsc2)c1. As a reaction SMILES: [Br-:1].[C:2](#[N:3])[CH2:4][CH2:5][CH2:6][CH2:7][P+:8]([c:9]1[cH:10][cH:11][cH:12][cH:13][cH:14]1)([c:15]1[cH:16][cH:17][cH:18][cH:19][cH:20]1)[c:21]1[cH:22][cH:23][cH:24][cH:25][cH:26]1.[CH3:42][N:43]([CH3:44])[CH:45]=[O:46].[CH3:48][C:49](=[O:50])[OH:51].[H-:27].[Na+:28].[OH2:47].[s:29]1[cH:30][c:31](-[c:34]2[cH:35][c:36]([CH:37]=[O:38])[cH:39][cH:40][cH:41]2)[cH:32][cH:33]1>>[C:2](#[N:3])[CH2:4][CH2:5][CH2:6][CH:7]=[CH:37][c:36]1[cH:35][c:34](-[c:31]2[cH:30][s:29][cH:33][cH:32]2)[cH:41][cH:40][cH:39]1. Reactants: compound 41, NC1=C(OCCCC(=O)OCC)C=CC=C1 (ethyl 4-(2-aminophenoxy)butyrate), C(CC)C(C1=CC=CC=C1)N1C=CC2=CC(=CC=C12)/C(=C/C(=O)O)/C (3-[1-(α-propylbenzyl)indol-5-yl]isocrotonic acid). Yields the product C(CC)C(C1=CC=CC=C1)N1C=CC2=CC(=CC=C12)/C(=C/C(=O)NC1=C(OCCCC(=O)O)C=CC=C1)/C (4-{2-[3-[1-(α-propylbenzyl)indol-5-yl]isocrotonoylamino]phenoxy}butyric acid). As a reaction SMILES: [NH2:1][C:2]1[CH:16]=[CH:15][CH:14]=[CH:13][C:3]=1[O:4][CH2:5][CH2:6][CH2:7][C:8]([O:10]CC)=[O:9].[CH2:17]([CH:20]([N:27]1[C:35]2[C:30](=[CH:31][C:32](/[C:36](/[CH3:41])=[CH:37]/[C:38](O)=[O:39])=[CH:33][CH:34]=2)[CH:29]=[CH:28]1)[C:21]1[CH:26]=[CH:25][CH:24]=[CH:23][CH:22]=1)[CH2:18][CH3:19]>>[CH2:17]([CH:20]([N:27]1[C:35]2[C:30](=[CH:31][C:32](/[C:36](/[CH3:41])=[CH:37]/[C:38]([NH:1][C:2]3[CH:16]=[CH:15][CH:14]=[CH:13][C:3]=3[O:4][CH2:5][CH2:6][CH2:7][C:8]([OH:10])=[O:9])=[O:39])=[CH:33][CH:34]=2)[CH:29]=[CH:28]1)[C:21]1[CH:22]=[CH:23][CH:24]=[CH:25][CH:26]=1)[CH2:18][CH3:19]. Reported procedure: 484 mg of compound 41 was obtained in a similar manner to those described in Examples 1 and 2 using 835 mg of ethyl 4-(2-aminophenoxy)butyrate and 626 mg of 3-[1-(α-propylbenzyl)indol-5-yl]isocrotonic acid obtained according to the procedures described in the Reference Examples 1-4.